Task: describe an organic reaction: reactants, conditions, products, and yield. Dataset: the Open Reaction Database (ORD), a public repository of structured organic reaction records Reactants: COC(=O)C=1NN=C(C1)[N+](=O)[O-] (5-nitro-2H-pyrazole-3-carboxylic acid methyl ester), C([O-])([O-])=O.[Cs+].[Cs+] (cesium carbonate), BrCC(=O)OC(C)(C)C (tert-butyl bromoacetate). The solvent is CC(=O)C (acetone). The product is COC(=O)C=1N(N=C(C1)[N+](=O)[O-])CC(=O)OC(C)(C)C (2-tert-Butoxycarbonylmethyl-5-nitro-2H-pyrazole-3-carboxylic acid methyl ester). As a reaction SMILES: [CH3:1][O:2][C:3]([C:5]1[NH:6][N:7]=[C:8]([N+:10]([O-:12])=[O:11])[CH:9]=1)=[O:4].C(=O)([O-])[O-].[Cs+].[Cs+].Br[CH2:20][C:21]([O:23][C:24]([CH3:27])([CH3:26])[CH3:25])=[O:22]>CC(C)=O>[CH3:1][O:2][C:3]([C:5]1[N:6]([CH2:20][C:21]([O:23][C:24]([CH3:27])([CH3:26])[CH3:25])=[O:22])[N:7]=[C:8]([N+:10]([O-:12])=[O:11])[CH:9]=1)=[O:4] |f:1.2.3|. Procedure: To a stirring mixture of 5-nitro-2H-pyrazole-3-carboxylic acid methyl ester (3.5 gm, 20.5 mmol) dissolved in 150 ml of acetone was added cesium carbonate (8.01 gm, 24.6 mmol) followed by the addition of tert-butyl bromoacetate (3.61 ml). After 5 hours the solids were filtered and the mixture chromatographed on silica gel using 10% ethyl acetate/hexanes as the eluent to obtain 4.16 gm of pure title product. ESI M+1=286. Starting materials: CN(C)CCNC=O, COc1ccc(CCl)cc1[N+](=O)[O-], O. Product: COc1ccc(C[N+](C)(C)CCNC=O)cc1[N+](=O)[O-], [Cl-]. Reaction SMILES: [CH3:1][N:2]([CH2:3][CH2:4][NH:5][CH:6]=[O:7])[CH3:8].[CH3:9][O:10][c:11]1[c:12]([N+:19](=[O:20])[O-:21])[cH:13][c:14]([CH2:15][Cl:16])[cH:17][cH:18]1.[OH2:22]>>[CH3:1][N+:2]([CH2:3][CH2:4][NH:5][CH:6]=[O:7])([CH3:8])[CH2:15][c:14]1[cH:13][c:12]([N+:19](=[O:20])[O-:21])[c:11]([O:10][CH3:9])[cH:18][cH:17]1.[Cl-:16]. The reactants are O (water), B(O)(O)C1=C(C=C(C(=O)OC)C=C1)Cl (methyl 4-borono-3-chlorobenzoate), BrC1=C(C=CC=C1)C(F)(F)F (2-bromobenzotrifluoride), [F-].[Cs+] (cesium fluoride). Reagents/catalysts: Cl[Pd]([P](C1=CC=CC=C1)(C2=CC=CC=C2)C3=CC=CC=C3)([P](C4=CC=CC=C4)(C5=CC=CC=C5)C6=CC=CC=C6)Cl (bis(triphenylphosphine)palladium(II) chloride). Solvent: CC(C)(C)OC (MTBE), O1CCOCC1 (dioxane). Yields the product ClC1=C(C=CC(=C1)C(=O)OC)C1=C(C=CC=C1)C(F)(F)F (methyl 2-chloro-2′-(trifluoromethyl)biphenyl-4-carboxylate). As a reaction SMILES: B([C:4]1[CH:13]=[CH:12][C:7]([C:8]([O:10][CH3:11])=[O:9])=[CH:6][C:5]=1[Cl:14])(O)O.Br[C:16]1[CH:21]=[CH:20][CH:19]=[CH:18][C:17]=1[C:22]([F:25])([F:24])[F:23].[F-].[Cs+].O>O1CCOCC1.CC(OC)(C)C.Cl[Pd](Cl)([P](C1C=CC=CC=1)(C1C=CC=CC=1)C1C=CC=CC=1)[P](C1C=CC=CC=1)(C1C=CC=CC=1)C1C=CC=CC=1>[Cl:14][C:5]1[CH:6]=[C:7]([C:8]([O:10][CH3:11])=[O:9])[CH:12]=[CH:13][C:4]=1[C:16]1[CH:21]=[CH:20][CH:19]=[CH:18][C:17]=1[C:22]([F:25])([F:24])[F:23] |f:2.3,^1:43,62|. Procedure details: A mixture of methyl 4-borono-3-chlorobenzoate (Combi-Blocks BB-3530, 1.5 g, 7.0 mmol), 2-bromobenzotrifluoride (1.9 g, 8.4 mmol), cesium fluoride (3.2 g; 21.0 mmol) and bis(triphenylphosphine)palladium(II) chloride (98 mg, 0.14 mmol) was prepared in dioxane (15 mL) and water (7.5 mL) under nitrogen atmosphere, and then heated at 90° C. for 30 minutes. The reaction mixture was diluted with MTBE (30 mL) and washed with water and brine. The aqueous layers were extracted with MTBE (30 mL). The combi...